Dataset: the Open Reaction Database (ORD), a public repository of structured organic reaction records. Task: describe an organic reaction: reactants, conditions, products, and yield The reactants are [BH4-], CO, Cl, [K+], NCC(=O)c1ccc(Br)cc1, [Na+], [OH-]. Product: NCC(O)c1ccc(Br)cc1. RXN SMILES: [BH4-:1].[CH3:17][OH:18].[ClH:5].[K+:4].[NH2:6][CH2:7][C:8](=[O:9])[c:10]1[cH:11][cH:12][c:13]([Br:16])[cH:14][cH:15]1.[Na+:2].[OH-:3]>>[NH2:6][CH2:7][CH:8]([OH:9])[c:10]1[cH:11][cH:12][c:13]([Br:16])[cH:14][cH:15]1. The reactants are BrC1=CC2=CC=CC=C2C=C1 (2-bromonaphthalene), [Cl-].[NH4+] (ammonium chloride), [Mg] (magnesium), II (iodine crystals), Grignard reagent, C(C1=CC=CC=C1)N1CCC(CC1)=C(C(=O)OCC)C#N (ethyl 2-(1-benzylpiperidin-4-ylidene)-2-cyanoacetate), BrC1=CC2=CC=CC=C2C=C1 (2-Bromonaphthalene). Run in O1CCCC1 (tetrahydrofuran), O1CCCC1 (tetrahydrofuran), C(C)OCC (diethyl ether). Run at temperature 0 celsius, time 30 minute. The product is C(#N)C(C(=O)OCC)C1CC(N(CC1)CC1=CC=CC=C1)C1=CC2=CC=CC=C2C=C1 (Ethyl 2-cyano-2-(1-benzyl -(2-naphthyl)piperidin-4-yl)ethanoate). Yield: 33.9%. As a reaction SMILES: Br[C:2]1[CH:11]=[CH:10][C:9]2[C:4](=[CH:5][CH:6]=[CH:7][CH:8]=2)[CH:3]=1.[Mg].II.[CH2:15]([N:22]1[CH2:27][CH2:26][C:25](=[C:28]([C:34]#[N:35])[C:29]([O:31][CH2:32][CH3:33])=[O:30])[CH2:24][CH2:23]1)[C:16]1[CH:21]=[CH:20][CH:19]=[CH:18][CH:17]=1.[Cl-].[NH4+]>C(OCC)C.O1CCCC1>[C:34]([CH:28]([CH:25]1[CH2:24][CH2:23][N:22]([CH2:15][C:16]2[CH:21]=[CH:20][CH:19]=[CH:18][CH:17]=2)[CH:27]([C:2]2[CH:11]=[CH:10][C:9]3[C:4](=[CH:5][CH:6]=[CH:7][CH:8]=3)[CH:3]=2)[CH2:26]1)[C:29]([O:31][CH2:32][CH3:33])=[O:30])#[N:35] |f:4.5|. Procedure: 2-Bromonaphthalene (26 g) was dissolved in anhydrous diethyl ether (100 ml) and 1/5 of this solution added to a vigourously stirred mixture of magnesium turnings (3.3 g) and 2-3 iodine crystals under a nitrogen atmosphere. Gentle heating was applied to initiate formation of the Grignard reagent since it proved difficult to maintain spontaneous refluxing. The remainder of the 2-bromonaphthalene solution was added in 4 portions, allowing the refluxing to subside after each addition, and the mixtur... Starting materials: O1CCCC1 (tetrahydrofuran), C(C=C)C=1C(=NC=2N(C1N(C1=CC=C(C=C1)OCC)C(=O)OC(C)(C)C)N=CC2)N[C@@H]2CN(CCC2)C(=O)OC(C)(C)C (tert-butyl (S)-3-{6-allyl-7-[tert-butoxycarbonyl-(4-ethoxyphenyl)amino]pyrazolo[1,5-a]pyrimidin-5-ylamino}piperidine-1-carboxylate), I(=O)(=O)(=O)[O-].[Na+] (sodium periodate), S(=O)([O-])[O-].[Na+].[Na+] (sodium sulfite). The reagents and catalysts are [Os](=O)(=O)(=O)=O (osmium tetraoxide). The solvent is O (water). Yields the product C(C)(C)(C)OC(=O)N(C1=C2C=CN(C2=NC2=CC=NN12)[C@@H]1CN(CCC1)C(=O)OC(C)(C)C)C1=CC=C(C=C1)OCC (tert-butyl (S)-3-{8-[tert-butoxycarbonyl-(4-ethoxyphenyl)amino]-1,4,5,8a-tetraaza-s-indacen-5-yl}piperidine-1-carboxylate). As a reaction SMILES: O1CCCC1.[CH2:6]([C:9]1[C:10]([NH:35][C@H:36]2[CH2:41][CH2:40][CH2:39][N:38]([C:42]([O:44][C:45]([CH3:48])([CH3:47])[CH3:46])=[O:43])[CH2:37]2)=[N:11][C:12]2[N:13]([N:32]=[CH:33][CH:34]=2)[C:14]=1[N:15]([C:25]([O:27][C:28]([CH3:31])([CH3:30])[CH3:29])=[O:26])[C:16]1[CH:21]=[CH:20][C:19]([O:22][CH2:23][CH3:24])=[CH:18][CH:17]=1)[CH:7]=C.I([O-])(=O)(=O)=O.[Na+].S([O-])([O-])=O.[Na+].[Na+]>[Os](=O)(=O)(=O)=O.O>[C:28]([O:27][C:25]([N:15]([C:16]1[CH:17]=[CH:18][C:19]([O:22][CH2:23][CH3:24])=[CH:20][CH:21]=1)[C:14]1[N:13]2[C:12](=[CH:34][CH:33]=[N:32]2)[N:11]=[C:10]2[C:9]=1[CH:6]=[CH:7][N:35]2[C@H:36]1[CH2:41][CH2:40][CH2:39][N:38]([C:42]([O:44][C:45]([CH3:48])([CH3:47])[CH3:46])=[O:43])[CH2:37]1)=[O:26])([CH3:29])([CH3:30])[CH3:31] |f:2.3,4.5.6|. Procedure details: To a mixed solution of tetrahydrofuran (3.2 mL) and water (0.8 mL) containing tert-butyl (S)-3-{6-allyl-7-[tert-butoxycarbonyl-(4-ethoxyphenyl)amino]pyrazolo[1,5-a]pyrimidin-5-ylamino}piperidine-1-carboxylate (375 mg, 0.632 mmol), sodium periodate (405 mg, 1.89 mmol) and osmium tetraoxide (2.5w/v % tert-butanol solution, 793 μL, 0.063 mmol) were added, and the mixture was stirred. After the reaction, aqueous sodium sulfite was added to the solution, and the mixture was extracted with ethyl aceta... Reactants: C(C)(C)(C)C1CCC(CC1)O (4-t-butylcyclohexanol), C1(=CC=C(C=C1)S(=O)(=O)O)C (paratoluene sulfonic acid), SCCC(=O)O (3-mercapto-propionic acid). Product: C(C)(C)(C)C1CCC(CC1)OC(CCS)=O ((4'-t-BUTYLCYCLOHEXYL)-3-MERCAPTO-PROPIONATE). RXN SMILES: [C:1]([CH:5]1[CH2:10][CH2:9][CH:8]([OH:11])[CH2:7][CH2:6]1)([CH3:4])([CH3:3])[CH3:2].C1(C)C=CC(S(O)(=O)=O)=CC=1.[SH:23][CH2:24][CH2:25][C:26](O)=[O:27]>>[C:1]([CH:5]1[CH2:6][CH2:7][CH:8]([O:11][C:26](=[O:27])[CH2:25][CH2:24][SH:23])[CH2:9][CH2:10]1)([CH3:4])([CH3:2])[CH3:3]. Procedure details: Into a 100 ml reaction flask equipped with reflux condenser, hot plate, spin bar and thermometer are placed 15.5 grams of 4-t-butylcyclohexanol; 0.5 grams paratoluene sulfonic acid and 15.5 grams of 3-mercapto-propionic acid. Reactants: ClC=1N=C(C2=C(N1)N(C=C2)S(=O)(=O)C2=CC=C(C=C2)C)NC2=C(C(=O)N)C(=CC=C2)F (2-({2-chloro-7-[(4-methylphenyl)sulfonyl]-7H-pyrrolo[2,3-d]pyrimidin-4-yl}amino)-6-fluorobenzamide), CN(C)CC(=O)N1CCC2=CC(=C(C=C12)N)OC (1-[(dimethylamino)acetyl]-5-(methyloxy)-2,3-dihydro-1H-indol-6-amine), Cl (HCl), O1CCOCC1 (dioxane). Run in FC(CO)(F)F (2,2,2-trifluoroethanol), [NH4+].[OH-] (NH4OH), C1CCOC1 (THF). Conditions: time 8 hour. The product is CN(CC(=O)N1CCC2=CC(=C(C=C12)NC=1N=C(C2=C(N1)N(C=C2)S(=O)(=O)C2=CC=C(C=C2)C)NC2=C(C(=O)N)C(=CC=C2)F)OC)C (2-({2-{[1-(N,N-dimethylglycyl)-5-(methyloxy)-2,3-dihydro-1H-indol-6-yl]amino}-7-[(4-methylphenyl)sulfonyl]-7H-pyrrolo[2,3-d]pyrimidin-4-yl}amino)-6-fluorobenzamide). Isolated yield 50.5%. Reaction SMILES: Cl[C:2]1[N:3]=[C:4]([NH:21][C:22]2[CH:30]=[CH:29][CH:28]=[C:27]([F:31])[C:23]=2[C:24]([NH2:26])=[O:25])[C:5]2[CH:10]=[CH:9][N:8]([S:11]([C:14]3[CH:19]=[CH:18][C:17]([CH3:20])=[CH:16][CH:15]=3)(=[O:13])=[O:12])[C:6]=2[N:7]=1.[CH3:32][N:33]([CH2:35][C:36]([N:38]1[C:46]2[C:41](=[CH:42][C:43]([O:48][CH3:49])=[C:44]([NH2:47])[CH:45]=2)[CH2:40][CH2:39]1)=[O:37])[CH3:34].Cl.O1CCOCC1>FC(F)(F)CO.[NH4+].[OH-].C1COCC1>[CH3:32][N:33]([CH3:34])[CH2:35][C:36]([N:38]1[C:46]2[C:41](=[CH:42][C:43]([O:48][CH3:49])=[C:44]([NH:47][C:2]3[N:3]=[C:4]([NH:21][C:22]4[CH:30]=[CH:29][CH:28]=[C:27]([F:31])[C:23]=4[C:24]([NH2:26])=[O:25])[C:5]4[CH:10]=[CH:9][N:8]([S:11]([C:14]5[CH:19]=[CH:18][C:17]([CH3:20])=[CH:16][CH:15]=5)(=[O:13])=[O:12])[C:6]=4[N:7]=3)[CH:45]=2)[CH2:40][CH2:39]1)=[O:37] |f:5.6|. Reported procedure: A mixture of 2-({2-chloro-7-[(4-methylphenyl)sulfonyl]-7H-pyrrolo[2,3-d]pyrimidin-4-yl}amino)-6-fluorobenzamide (11 g, 24 mmol), 1-[(dimethylamino)acetyl]-5-(methyloxy)-2,3-dihydro-1H-indol-6-amine (5 g, 20 mmol), a 4M HCl solution in dioxane (25 mL, 100 mmol) and 2,2,2-trifluoroethanol (250 mL) was heated at 80° C. for 16 h. The resulting mixture was allowed to cool to rt and diluted with a 27% aqueous NH4OH solution (250 mL) and THF (250 mL). The reaction mixture was stirred at rt overnight. T... The reactants are C(C1=CC=CC=C1)(=O)NC1=CC=C(C=C1)C1=CC=C2CN(C(C2=C1)=O)[C@H](C(=O)O)C(C)C ((S)-2-(6-(4-Benzamidophenyl)-1-oxoisoindolin-2-yl)-3-methylbutanoic acid), FC1=C(C=CC(=C1)NC(C1=CC=C(C=C1)CCCCC)=O)C1=CC=C2CN(C(C2=C1)=O)[C@H](C(=O)OC)C(C)C ((S)-Methyl 2-(6-(2-fluoro-4-(4-pentylbenzamido)phenyl)-1-oxoisoindolin-2-yl)-3-methylbutanoate). The product is FC1=C(C=CC(=C1)NC(C1=CC=C(C=C1)CCCCC)=O)C1=CC=C2CN(C(C2=C1)=O)[C@H](C(=O)O)C(C)C ((S)-2-(6-(2-Fluoro-4-(4-pentylbenzamido)phenyl)-1-oxoisoindolin-2-yl)-3-methyl butanoic acid). The yield is 81.0%. Reaction SMILES: C(NC1C=CC(C2C=C3C(CN([C@@H](C(C)C)C(O)=O)C3=O)=CC=2)=CC=1)(=O)C1C=CC=CC=1.[F:33][C:34]1[CH:39]=[C:38]([NH:40][C:41](=[O:53])[C:42]2[CH:47]=[CH:46][C:45]([CH2:48][CH2:49][CH2:50][CH2:51][CH3:52])=[CH:44][CH:43]=2)[CH:37]=[CH:36][C:35]=1[C:54]1[CH:62]=[C:61]2[C:57]([CH2:58][N:59]([C@@H:64]([CH:69]([CH3:71])[CH3:70])[C:65]([O:67]C)=[O:66])[C:60]2=[O:63])=[CH:56][CH:55]=1>>[F:33][C:34]1[CH:39]=[C:38]([NH:40][C:41](=[O:53])[C:42]2[CH:47]=[CH:46][C:45]([CH2:48][CH2:49][CH2:50][CH2:51][CH3:52])=[CH:44][CH:43]=2)[CH:37]=[CH:36][C:35]=1[C:54]1[CH:62]=[C:61]2[C:57]([CH2:58][N:59]([C@@H:64]([CH:69]([CH3:70])[CH3:71])[C:65]([OH:67])=[O:66])[C:60]2=[O:63])=[CH:56][CH:55]=1. Procedure: The compound of example 610 was prepared analogous to compound of example 98 by hydrolysis of compound of example 609.